Dataset: the Open Reaction Database (ORD), a public repository of structured organic reaction records. Task: describe an organic reaction: reactants, conditions, products, and yield Reactants: OC1=C(C(C(C2=CC=CC=C12)(CCC(C)C)CCC(C)C)=O)C(=O)OC (Methyl 1-hydroxy-4,4-diisopentyl-3-oxo-3,4-dihydro-2-naphthalenecarboxylate), C(CCC)C1(C(C(=C(C2=CC=CC=C12)O)C(=O)OCC)=O)CCCC (Ethyl 4,4-dibutyl-1-hydroxy-3-oxo-3,4-dihydro-2-naphthalenecarboxylate). Yields the product OC1=CC(C(C2=CC=CC=C12)(CCC(C)C)CCC(C)C)=O (4-hydroxy-1,1-bis(3-methylbutyl)naphthalen-2(1 H)-one). As a reaction SMILES: [OH:1][C:2]1[C:11]2[C:6](=[CH:7][CH:8]=[CH:9][CH:10]=2)[C:5]([CH2:17][CH2:18][CH:19]([CH3:21])[CH3:20])([CH2:12][CH2:13][CH:14]([CH3:16])[CH3:15])[C:4](=[O:22])[C:3]=1C(OC)=O.C(C1(CCCC)C2C(=CC=CC=2)C(O)=C(C(OCC)=O)C1=O)CCC>>[OH:1][C:2]1[C:11]2[C:6](=[CH:7][CH:8]=[CH:9][CH:10]=2)[C:5]([CH2:17][CH2:18][CH:19]([CH3:21])[CH3:20])([CH2:12][CH2:13][CH:14]([CH3:15])[CH3:16])[C:4](=[O:22])[CH:3]=1. Reported procedure: The title compound was prepared according the procedure of Example 5B, substituting the product of Example 6F for the product of Example 4F. 1H NMR (300 MHz, CDCl3): δ 0.44 (m, 2 H) 0.73 (m, 14 H) 1.32 (m, 2 H) 1.94 (m, 2 H) 2.30 (m, 2 H) 7.49 (t, J=7.54 Hz, 2 H) 7.72 (m, 1 H) 8.26 (m, 1 H) 15.77, 15.72 (two s, 1 H). Reactants: BrC(Br)(Br)Br, ClCCl, CC(C)(C)OC(=O)N1CCCC1CC=O, c1ccc(P(c2ccccc2)c2ccccc2)cc1. Yields the product CC(C)(C)OC(=O)N1CCCC1CC=C(Br)Br. RXN SMILES: [C:20]([Br:21])([Br:22])([Br:23])[Br:24].[Cl:40][CH2:41][Cl:42].[O:25]=[CH:26][CH2:27][CH:28]1[N:29]([C:33](=[O:34])[O:35][C:36]([CH3:37])([CH3:38])[CH3:39])[CH2:30][CH2:31][CH2:32]1.[c:1]1([P:2]([c:3]2[cH:4][cH:5][cH:6][cH:7][cH:8]2)[c:9]2[cH:10][cH:11][cH:12][cH:13][cH:14]2)[cH:15][cH:16][cH:17][cH:18][cH:19]1>>[C:20]([Br:21])([Br:24])=[CH:26][CH2:27][CH:28]1[N:29]([C:33](=[O:34])[O:35][C:36]([CH3:37])([CH3:38])[CH3:39])[CH2:30][CH2:31][CH2:32]1. The reactants are CCOC(=O)Nc1c(F)ccc2nc(C(C)(C)C)oc12, O=C([O-])O, CC(=O)O, CCOC(=O)N(Cl)Cl, Cl, [Na+], O. Product: CCOC(=O)Nc1c(F)cc(Cl)c2nc(C(C)(C)C)oc12. As a reaction SMILES: [C:1]([CH3:2])([CH3:3])([CH3:4])[c:5]1[o:6][c:7]2[c:8]([n:9]1)[cH:10][cH:11][c:12]([F:20])[c:13]2[NH:14][C:15]([O:16][CH2:17][CH3:18])=[O:19].[C:30](=[O:31])([OH:32])[O-:33].[CH3:36][C:37](=[O:38])[OH:39].[Cl:22][N:23]([Cl:24])[C:25]([O:26][CH2:27][CH3:28])=[O:29].[ClH:21].[Na+:34].[OH2:35]>>[C:1]([CH3:2])([CH3:3])([CH3:4])[c:5]1[o:6][c:7]2[c:8]([n:9]1)[c:10]([Cl:22])[cH:11][c:12]([F:20])[c:13]2[NH:14][C:15]([O:16][CH2:17][CH3:18])=[O:19]. The reactants are C(C)OC(CCC1=CC(=C(C=C1)C#N)O)=O (3-(4-Cyano-3-hydroxy-phenyl)-propionic acid ethyl ester), [OH-].[Na+] (sodium hydroxide). Run in C(C)O (ethanol), O (water). Yields the product C(#N)C1=C(C=C(C=C1)CCC(=O)O)O (3-(4-Cyano-3-hydroxy-phenyl)-propionic acid). The yield is 9.8%. RXN SMILES: C([O:3][C:4](=[O:16])[CH2:5][CH2:6][C:7]1[CH:12]=[CH:11][C:10]([C:13]#[N:14])=[C:9]([OH:15])[CH:8]=1)C.[OH-].[Na+]>C(O)C.O>[C:13]([C:10]1[CH:11]=[CH:12][C:7]([CH2:6][CH2:5][C:4]([OH:16])=[O:3])=[CH:8][C:9]=1[OH:15])#[N:14] |f:1.2|. Procedure: A solution of 3-(4-Cyano-3-hydroxy-phenyl)-propionic acid ethyl ester (2.2 g, 10 mmol) in ethanol (10 mL) and water (40 mL) was treated with aqueous sodium hydroxide solution (2.5 M, 44 mL) at room temperature overnight. The solvent was removed under vacuum and the residue was dissolved in water (150 mL). The pH of the aqueous solution was adjusted to 2–4 by the addition of 3N HCl (aqueous) and the precipitate was then filtered and washed with water to give the title compound as white solid (1.8... The reactants are [Si](C)(C)(C(C)(C)C)O[C@H](CC(=O)OC)CCl ((R)-methyl 3-(tert-butyldimethylsilyloxy)-4-chlorobutanoate), CC(C)C[AlH]CC(C)C (DIBAL-H). Solvent: CO (CH3OH), CH3Cl2. Run at temperature -78 celsius, time 4 hour. Yields the product [Si](C)(C)(C(C)(C)C)O[C@H](CC=O)CCl ((R)-3-(tert-butyldimethylsilyloxy)-4-chlorobutanal). Yield: 52.4%. As a reaction SMILES: [Si:1]([O:8][C@@H:9]([CH2:15][Cl:16])[CH2:10][C:11](OC)=[O:12])([C:4]([CH3:7])([CH3:6])[CH3:5])([CH3:3])[CH3:2].CC(C[AlH]CC(C)C)C>CO>[Si:1]([O:8][C@@H:9]([CH2:15][Cl:16])[CH2:10][CH:11]=[O:12])([C:4]([CH3:7])([CH3:6])[CH3:5])([CH3:3])[CH3:2]. Procedure: To a solution of (R)-methyl 3-(tert-butyldimethylsilyloxy)-4-chlorobutanoate (2.13 g, 104.7 mmol) in CH3Cl2 was added dropwise DIBAL-H (120 mL, 1 M in toluene, 120 mmol) at −78° C. under N2 atmosphere. The mixture was stirred at −78° C. for 4 h. CH3OH (80 mL) was added slowly to the reaction, mixture at −78° C. Then the temperature was warmed to room temperature gradually. The mixture was filtered and the cake was washed with CH2Cl2. The combined filtrates were concentrated under reduced pressur... Reactants: C(C)(=O)OC1=C(C=C(C2=CC=CC=C12)OC(C)=O)OC(C)=O (1,2,4-Triacetoxynaphthalene), C[O-].[Na+] (sodium methoxide). Solvent: CO (methanol). Reaction conditions: time 1 hour. Yields the product OC=1C(C2=CC=CC=C2C(C1)=O)=O (2-hydroxy-1,4-naphthoquinone). Reaction SMILES: C([O:4][C:5]1[C:14]2[C:9](=[CH:10][CH:11]=[CH:12][CH:13]=2)[C:8]([O:15]C(=O)C)=[CH:7][C:6]=1[O:19]C(=O)C)(=O)C.C[O-].[Na+]>CO>[OH:19][C:6]1[C:5](=[O:4])[C:14]2[C:9]([C:8](=[O:15])[CH:7]=1)=[CH:10][CH:11]=[CH:12][CH:13]=2 |f:1.2|. Reported procedure: 1,2,4-Triacetoxynaphthalene (75.5 g) was added to a clear solution of sodium methoxide (from 26.6 g Na) in methanol (625 mL). After 1 hour, the resulting red paste was collected by filtration, then dissolved in water and acidified with concentrated hydrochloric acid. The yellow precipitate was collected, recrystallized from acetic acid to give 2-hydroxy-1,4-naphthoquinone, m.p. 195° C. Starting materials: O\N=C(/C(=O)OCC)\C(C)=O (Ethyl (Z)-2-(hydroxyimino)-3-oxobutyrate), C[C@@H]1CC[C@H](CC1)O (trans-4-methylcyclohexanol). Yields the product C[C@H]1CC[C@H](CC1)O\N=C(/C(=O)OCC)\C(C)=O (Ethyl (Z)-2-(cis-4-methylcyclohexyloxyimino)-3-oxobutyrate). Isolated yield 29.0%. RXN SMILES: [OH:1]/[N:2]=[C:3](/[C:9](=[O:11])[CH3:10])\[C:4]([O:6][CH2:7][CH3:8])=[O:5].[CH3:12][C@H:13]1[CH2:18][CH2:17][C@H:16](O)[CH2:15][CH2:14]1>>[CH3:12][C@@H:13]1[CH2:18][CH2:17][C@H:16]([O:1]/[N:2]=[C:3](/[C:9](=[O:11])[CH3:10])\[C:4]([O:6][CH2:7][CH3:8])=[O:5])[CH2:15][CH2:14]1. Procedure: Ethyl (Z)-2-(hydroxyimino)-3-oxobutyrate (3.61 g) was reacted with trans-4-methylcyclohexanol as described in Example 4a, Method 3, to give the title compound as a colourless liquid (1.66 g, 29%).[Found: M+ +H, 256.1555. C13H21NO4 requires M+H, 256.1549]. νmax (film) 2930, 2850, 1745, 1690 cm-1 ; δH (CDCl3) 0.89 (3H, d), 1.20 (2H, m), 1.35 (3H, t), 1.47 (3H, m), 1.60 (2H, m), 2.03 (2H, m), 2.40 (3H, s), 4.36 (2H, q), 4.51 (1H, m); δC (CDCl3) 14.3, 22.2, 25.1, 29.1 (2C), 29.4 (2C}, 31.5, 61.8, 81...